describe an organic reaction: reactants, conditions, products, and yield From a dataset of the Open Reaction Database (ORD), a public repository of structured organic reaction records. Reactants: CO, Cc1c(C)c2c(c(C)c1N)C(c1ccc(C(C)C)cc1)C1(CCN(C)CC1)O2, O=C(Cl)c1ccc(Cl)cc1. Yields the product Cc1c(C)c2c(c(C)c1NC(=O)c1ccc(Cl)cc1)C(c1ccc(C(C)C)cc1)C1(CCN(C)CC1)O2. Reaction SMILES: [CH3:39][OH:40].[CH:1]([CH3:2])([CH3:3])[c:4]1[cH:5][cH:6][c:7]([CH:10]2[C:11]3([O:12][c:13]4[c:14]2[c:15]([CH3:22])[c:16]([NH2:21])[c:17]([CH3:20])[c:18]4[CH3:19])[CH2:23][CH2:24][N:25]([CH3:28])[CH2:26][CH2:27]3)[cH:8][cH:9]1.[Cl:29][C:30](=[O:31])[c:32]1[cH:33][cH:34][c:35]([Cl:36])[cH:37][cH:38]1>>[CH:1]([CH3:2])([CH3:3])[c:4]1[cH:5][cH:6][c:7]([CH:10]2[C:11]3([O:12][c:13]4[c:14]2[c:15]([CH3:22])[c:16]([NH:21][C:30](=[O:31])[c:32]2[cH:33][cH:34][c:35]([Cl:36])[cH:37][cH:38]2)[c:17]([CH3:20])[c:18]4[CH3:19])[CH2:23][CH2:24][N:25]([CH3:28])[CH2:26][CH2:27]3)[cH:8][cH:9]1. The reactants are COc1c(C)cc(-c2[nH]c3ccccc3c2C)cc1C, [Cl-], O, c1cc[nH+]cc1. Yields the product Cc1cc(-c2[nH]c3ccccc3c2C)cc(C)c1O. As a reaction SMILES: [CH3:1][O:2][c:3]1[c:4]([CH3:20])[cH:5][c:6](-[c:10]2[nH:11][c:12]3[cH:13][cH:14][cH:15][cH:16][c:17]3[c:18]2[CH3:19])[cH:7][c:8]1[CH3:9].[Cl-:21].[OH2:28].[nH+:22]1[cH:23][cH:24][cH:25][cH:26][cH:27]1>>[OH:2][c:3]1[c:4]([CH3:20])[cH:5][c:6](-[c:10]2[nH:11][c:12]3[cH:13][cH:14][cH:15][cH:16][c:17]3[c:18]2[CH3:19])[cH:7][c:8]1[CH3:9]. Reactants: C(C)(C)(C)OC(NC=1C=C2C(C(NC2=CC1)=O)=CC=1NC(=CC1CC)CC)=O ([3-(3,5-diethyl-1H-pyrrol-2-ylmethylene)-2-oxo-2,3-dihydro-1H-indol-5-yl]-carbamic acid tert-butyl ester). Yields the product NC=1C=C2C(C(NC2=CC1)=O)=CC=1NC(=CC1CC)CC (5-amino-3-(3,5-diethyl-1H-pyrrol-2-ylmethylene)-1,3-dihydro-indol-2-one). Procedure details: [3-(3,5-diethyl-1H-pyrrol-2-ylmethylene)-2-oxo-2,3-dihydro-1H-indol-5-yl]-carbamic acid tert-butyl ester in 50% trifluoroacetic acid in dichloromethane was stirred at room temperature for 2 hrs and concentrated. The red residue was suspended in saturated sodium bicarbonate solution. The precipitate was filtered, washed with water until pH 6 and dried overnight to give 5-amino-3-(3,5-diethyl-1H-pyrrol-2-ylmethylene)-1,3-dihydro-indol-2-one. As a reaction SMILES: C(OC(=O)[NH:7][C:8]1[CH:9]=[C:10]2[C:14](=[CH:15][CH:16]=1)[NH:13][C:12](=[O:17])[C:11]2=[CH:18][C:19]1[NH:20][C:21]([CH2:26][CH3:27])=[CH:22][C:23]=1[CH2:24][CH3:25])(C)(C)C>FC(F)(F)C(O)=O.ClCCl>[NH2:7][C:8]1[CH:9]=[C:10]2[C:14](=[CH:15][CH:16]=1)[NH:13][C:12](=[O:17])[C:11]2=[CH:18][C:19]1[NH:20][C:21]([CH2:26][CH3:27])=[CH:22][C:23]=1[CH2:24][CH3:25]. The solvent is FC(C(=O)O)(F)F (trifluoroacetic acid), ClCCl (dichloromethane). Product: C(C)OC1=CC(=NC2=CC(=C(C=C12)C(CCC)=O)C)C(=O)[O-].[Na+] (Sodium 4-ethoxy-6-butyryl-7-methylquinoline-2-carboxylate). Procedure: 6 g of 4-ethoxy-6-butyryl-7-methylquinoline-2-carboxylic acid ethyl ester are dissolved in 150 ml of ethanol, 9 ml of 2N sodium hydroxide solution are added and the mixture is hydrolysed for 15 minutes at room temperature. The precipitated crystals are filtered with suction and recrystallised from water. Sodium 4-ethoxy-6-butyryl-7-methylquinoline-2-carboxylate having a melting point of above 250° C. is obtained. By dissolving in water and acidifying, 4-ethoxy-6-butyryl-7-methylquinoline-2-carbo... As a reaction SMILES: C([O:3][C:4]([C:6]1[CH:15]=[C:14]([O:16][CH2:17][CH3:18])[C:13]2[C:8](=[CH:9][C:10]([CH3:24])=[C:11]([C:19](=[O:23])[CH2:20][CH2:21][CH3:22])[CH:12]=2)[N:7]=1)=[O:5])C.[OH-].[Na+:26]>C(O)C>[CH2:17]([O:16][C:14]1[C:13]2[C:8](=[CH:9][C:10]([CH3:24])=[C:11]([C:19](=[O:23])[CH2:20][CH2:21][CH3:22])[CH:12]=2)[N:7]=[C:6]([C:4]([O-:5])=[O:3])[CH:15]=1)[CH3:18].[Na+:26] |f:1.2,4.5|. Reaction conditions: time 15 minute. The solvent is C(C)O (ethanol). The reactants are C(C)OC(=O)C1=NC2=CC(=C(C=C2C(=C1)OCC)C(CCC)=O)C (4-ethoxy-6-butyryl-7-methylquinoline-2-carboxylic acid ethyl ester), [OH-].[Na+] (sodium hydroxide). Starting materials: FC(C(=O)O)(F)F.FC(C(=O)O)(F)F.FC(C(=O)O)(F)F.ClC=1C=NC=2NC=3C=NC=C(CCC4=C(C=CC(NC1N2)=C4)NC(C[C@H]4CNCCC4)=O)C3 (N-[6-chloro-2,4,8,18,22-pentaazatetracyclo[14.3.1.1(3,7).1(9,13)]docosa-1(20),3(22),4,6,9(21),10,12,16,18-nonaen-12-yl]-2-[(3S)-piperidin-3-yl]acetamide tris(trifluoroacetate)), C1(=CC=CC=C1)N=C=O (phenyl isocyanate). Yields the product FC(C(=O)O)(F)F.FC(C(=O)O)(F)F.ClC=1C=NC=2NC=3C=NC=C(CCC4=C(C=CC(NC1N2)=C4)NC(C[C@H]4CN(CCC4)C(=O)NC4=CC=CC=C4)=O)C3 ((3S)-3-(2-{[6-Chloro-2,4,8,18,22-pentaazatetracyclo[14.3.1.1(3,7).1(9,13)]docosa-1(20),3(22),4,6,9(21),10,12,16,18-nonaen-12-yl]amino}-2-oxoethyl)-N-phenylpiperidine-1-carboxamide bis(trifluoroacetate)). Isolated yield 70.0%. RXN SMILES: [F:1][C:2]([F:7])([F:6])[C:3]([OH:5])=[O:4].[F:8][C:9]([F:14])([F:13])[C:10]([OH:12])=[O:11].FC(F)(F)C(O)=O.[Cl:22][C:23]1[CH:24]=[N:25][C:26]2[NH:27][C:28]3[CH:29]=[N:30][CH:31]=[C:32]([CH:54]=3)[CH2:33][CH2:34][C:35]3[CH:43]=[C:39]([NH:40][C:41]=1[N:42]=2)[CH:38]=[CH:37][C:36]=3[NH:44][C:45](=[O:53])[CH2:46][C@@H:47]1[CH2:52][CH2:51][CH2:50][NH:49][CH2:48]1.[C:55]1([N:61]=[C:62]=[O:63])[CH:60]=[CH:59][CH:58]=[CH:57][CH:56]=1>>[F:1][C:2]([F:7])([F:6])[C:3]([OH:5])=[O:4].[F:8][C:9]([F:14])([F:13])[C:10]([OH:12])=[O:11].[Cl:22][C:23]1[CH:24]=[N:25][C:26]2[NH:27][C:28]3[CH:29]=[N:30][CH:31]=[C:32]([CH:54]=3)[CH2:33][CH2:34][C:35]3[CH:43]=[C:39]([NH:40][C:41]=1[N:42]=2)[CH:38]=[CH:37][C:36]=3[NH:44][C:45](=[O:53])[CH2:46][C@@H:47]1[CH2:52][CH2:51][CH2:50][N:49]([C:62]([NH:61][C:55]2[CH:60]=[CH:59][CH:58]=[CH:57][CH:56]=2)=[O:63])[CH2:48]1 |f:0.1.2.3,5.6.7|. Procedure: The desired compound was prepared according to the procedure of Example D41 using N-[6-chloro-2,4,8,18,22-pentaazatetracyclo[14.3.1.1(3,7).1(9,13)]docosa-1(20),3(22),4,6,9(21),10,12,16,18-nonaen-12-yl]-2-[(3S)-piperidin-3-yl]acetamide tris(trifluoroacetate) and phenyl isocyanate as the starting materials in 70% yield. LCMS for C31H32ClN8O2 (M+H)+: m/z=583.0. Reactants: Cl.N1(CCNCC1)C=1C=CC=C2CCC(NC12)=O (8-piperazin-1-yl-3,4-dihydro-1H-quinolin-2-one hydrochloride), O=C1CCC=2C=CC(=NC2N1)OCCCC=O (4-(7-oxo-5,6,7,8-tetrahydro-[1,8]naphthyridin-2-yloxy)-butyraldehyde). Product: O=C1NC2=C(C=CC=C2CC1)N1CCN(CC1)CCCCOC1=CC=C2CCC(NC2=N1)=O (7-{4-[4-(2-Oxo-1,2,3,4-tetrahydro-quinolin-8-yl)-piperazin-1-yl]-butoxy}-3,4-dihydro-1H-[1,8]naphthyridin-2-one). Reaction SMILES: Cl.[N:2]1([C:8]2[CH:9]=[CH:10][CH:11]=[C:12]3[C:17]=2[NH:16][C:15](=[O:18])[CH2:14][CH2:13]3)[CH2:7][CH2:6][NH:5][CH2:4][CH2:3]1.[O:19]=[C:20]1[NH:29][C:28]2[N:27]=[C:26]([O:30][CH2:31][CH2:32][CH2:33][CH:34]=O)[CH:25]=[CH:24][C:23]=2[CH2:22][CH2:21]1>>[O:18]=[C:15]1[CH2:14][CH2:13][C:12]2[C:17](=[C:8]([N:2]3[CH2:7][CH2:6][N:5]([CH2:34][CH2:33][CH2:32][CH2:31][O:30][C:26]4[N:27]=[C:28]5[C:23]([CH2:22][CH2:21][C:20](=[O:19])[NH:29]5)=[CH:24][CH:25]=4)[CH2:4][CH2:3]3)[CH:9]=[CH:10][CH:11]=2)[NH:16]1 |f:0.1|. Procedure details: In a manner similar to that of other examples above, 8-piperazin-1-yl-3,4-dihydro-1H-quinolin-2-one hydrochloride (Chem. Pharm. Bull. 1984, 32, 2100–2110) was coupled by reductive amination to 4-(7-oxo-5,6,7,8-tetrahydro-[1,8]naphthyridin-2-yloxy)-butyraldehyde followed by typical workup and purification to give the title compound. MS: APCI: M+1: 450.2 (Exact Mass: 449.24). The reactants are COC1=NC=C(C=C1OC)C#CC1=C(C=CC=C1)C (2,3-dimethoxy-5-[(2-methylphenyl)ethynyl]pyridine), COC1=NC=C(C=C1OC)C#CC1=C(C=CC=C1)C (2,3-dimethoxy-5-[(2-methylphenyl)ethynyl]pyridine), IC1=CC(=CC=C1)F (1-iodo-3-fluorobenzene). Product: FC=1C=C(C=CC1)C#CC=1C=C(C(=NC1)OC)OC (5-[(3-Fluorophenyl)ethynyl]-2,3-dimethoxypyridine). Reaction SMILES: [CH3:1][O:2][C:3]1[C:8]([O:9][CH3:10])=[CH:7][C:6]([C:11]#[C:12][C:13]2[CH:18]=[CH:17][CH:16]=[CH:15][C:14]=2C)=[CH:5][N:4]=1.IC1C=CC=C([F:27])C=1>>[F:27][C:15]1[CH:14]=[C:13]([C:12]#[C:11][C:6]2[CH:7]=[C:8]([O:9][CH3:10])[C:3]([O:2][CH3:1])=[N:4][CH:5]=2)[CH:18]=[CH:17][CH:16]=1. Procedure: Prepared as described for 2,3-dimethoxy-5-[(2-methylphenyl)ethynyl]pyridine (Intermediate 33) but using 1-iodo-3-fluorobenzene instead of 1-iodo-2-methylbenzene. Reactants: O (water), [H-].[Na+] (Sodium hydride), FC1=CC=CC=2C3=C(NC12)CCNC3=O (6-fluoro-2,3,4,5-tetrahydro-1H-pyrido[4,3-b]indol-1-one), CI (methyl iodide). Solvent: CN(C)C=O (DMF). Conditions: time 15 minute. Yields the product FC1=CC=CC=2C3=C(N(C12)C)CCNC3=O (6-Fluoro-2,3,4,5-tetrahydro-5-methyl-1H-pyrido[4,3-b]indol-1-one). As a reaction SMILES: [H-].[Na+].[F:3][C:4]1[C:12]2[NH:11][C:10]3[CH2:13][CH2:14][NH:15][C:16](=[O:17])[C:9]=3[C:8]=2[CH:7]=[CH:6][CH:5]=1.[CH3:18]I.O>CN(C=O)C>[F:3][C:4]1[C:12]2[N:11]([CH3:18])[C:10]3[CH2:13][CH2:14][NH:15][C:16](=[O:17])[C:9]=3[C:8]=2[CH:7]=[CH:6][CH:5]=1 |f:0.1|. Procedure: Sodium hydride (60% dispersion in oil; 196 mg) was added to a stirred suspension of 6-fluoro-2,3,4,5-tetrahydro-1H-pyrido[4,3-b]indol-1-one (500 mg) in dry DMF (10 ml) under nitrogen. After 30 min the solution was cooled (0°), and methyl iodide (0.153 ml) was added. After stirring for 15 min the suspension was poured into water 950 ml) and extracted with dichloromethane (3×25 ml). The combined, dried organic extracts were evaporated to give a solid (ca. 530 mg) which was purified by FCC eluting ... The reactants are C(C)OC(CNC([C@@H](NC([C@H]1N(CCC1)C(=O)OC(C)(C)C)=O)CC1=CC=CC=C1)=O)=O (N-t-butoxycarbonyl-prolyl-phenylalanyl-glycine ethyl ester), C(C)(=O)OCC (ethyl acetate), CO (methanol), C(Cl)(Cl)Cl (chloroform). Run in petroleum ether, C(C)(=O)O (acetic acid). The product is C(C)(C)(C)OC(=O)N1[C@H](C(=O)N[C@@H](CC2=CC=CC=C2)C(=O)NCC(=O)O)CCC1 (N-t-butoxycarbonyl-prolyl-phenylalanyl-glycine). Yield: 89.8%. RXN SMILES: C([O:3][C:4](=[O:32])[CH2:5][NH:6][C:7](=[O:31])[C@H:8]([CH2:24][C:25]1[CH:30]=[CH:29][CH:28]=[CH:27][CH:26]=1)[NH:9][C:10](=[O:23])[C@@H:11]1[CH2:15][CH2:14][CH2:13][N:12]1[C:16]([O:18][C:19]([CH3:22])([CH3:21])[CH3:20])=[O:17])C.C(OCC)(=O)C.C(Cl)(Cl)Cl.CO>C(O)(=O)C>[C:19]([O:18][C:16]([N:12]1[CH2:13][CH2:14][CH2:15][C@H:11]1[C:10]([NH:9][C@H:8]([C:7]([NH:6][CH2:5][C:4]([OH:32])=[O:3])=[O:31])[CH2:24][C:25]1[CH:30]=[CH:29][CH:28]=[CH:27][CH:26]=1)=[O:23])=[O:17])([CH3:22])([CH3:20])[CH3:21]. Procedure: N-t-butoxycarbonyl-prolyl-phenylalanyl-glycine was synthesized from N-t-butoxycarbonyl-prolyl-phenylalanyl-glycine ethyl ester in the same manner as described in Example 1 in yield of 89.8%. Crystals obtained by recrystallization from ethyl acetate and petroleum ether had a melting point of 98°-100° C. and Rf=0.67 (TLC, chloroform: methanol: acetic acid=95:5:3 by volume).